This data is from the Open Reaction Database (ORD), a public repository of structured organic reaction records. The task is: describe an organic reaction: reactants, conditions, products, and yield Reactants: NC=1C=C(COCC2(CCN(CC2)C(=O)OC(C)(C)C)C2=CC=CC=C2)C=C(C1)Br (tert-Butyl 4-((3-amino-5-bromobenzyloxy)methyl)-4-phenylpiperidine-1-carboxylate), C(#N)C1=CC=C(C=C1)B(O)O (4-cyanophenylboronic acid), [OH-].[K+] (potassium hydroxide). The reagents and catalysts are [Pd].C1(=CC=CC=C1)P(C1=CC=CC=C1)C1=CC=CC=C1.C1(=CC=CC=C1)P(C1=CC=CC=C1)C1=CC=CC=C1.C1(=CC=CC=C1)P(C1=CC=CC=C1)C1=CC=CC=C1.C1(=CC=CC=C1)P(C1=CC=CC=C1)C1=CC=CC=C1 (tetrakis(triphenylphosphine) palladium(0)). Solvent: O1CCCC1 (tetrahydrofuran). Conditions: temperature 120 celsius. The product is NC=1C=C(C=C(C1)C1=CC=C(C=C1)C#N)COCC1(CCN(CC1)C(=O)OC(C)(C)C)C1=CC=CC=C1 (tert-Butyl 4-(((5-amino-4′-cyanobiphenyl-3-yl)methoxy)methyl)-4-phenylpiperidine-1-carboxylate). As a reaction SMILES: [NH2:1][C:2]1[CH:3]=[C:4]([CH:27]=[C:28](Br)[CH:29]=1)[CH2:5][O:6][CH2:7][C:8]1([C:21]2[CH:26]=[CH:25][CH:24]=[CH:23][CH:22]=2)[CH2:13][CH2:12][N:11]([C:14]([O:16][C:17]([CH3:20])([CH3:19])[CH3:18])=[O:15])[CH2:10][CH2:9]1.[C:31]([C:33]1[CH:38]=[CH:37][C:36](B(O)O)=[CH:35][CH:34]=1)#[N:32].[OH-].[K+]>O1CCCC1.[Pd].C1(P(C2C=CC=CC=2)C2C=CC=CC=2)C=CC=CC=1.C1(P(C2C=CC=CC=2)C2C=CC=CC=2)C=CC=CC=1.C1(P(C2C=CC=CC=2)C2C=CC=CC=2)C=CC=CC=1.C1(P(C2C=CC=CC=2)C2C=CC=CC=2)C=CC=CC=1>[NH2:1][C:2]1[CH:3]=[C:4]([CH2:5][O:6][CH2:7][C:8]2([C:21]3[CH:26]=[CH:25][CH:24]=[CH:23][CH:22]=3)[CH2:13][CH2:12][N:11]([C:14]([O:16][C:17]([CH3:20])([CH3:19])[CH3:18])=[O:15])[CH2:10][CH2:9]2)[CH:27]=[C:28]([C:36]2[CH:37]=[CH:38][C:33]([C:31]#[N:32])=[CH:34][CH:35]=2)[CH:29]=1 |f:2.3,5.6.7.8.9|. Procedure details: tert-Butyl 4-((3-amino-5-bromobenzyloxy)methyl)-4-phenylpiperidine-1-carboxylate (220.0 mg, 0.46 mmol), 4-cyanophenylboronic acid (273.0 mg, 1.86 mmol), and tetrakis(triphenylphosphine) palladium(0) (71.7 mg, 0.046 mmol) were combined in dry tetrahydrofuran (5 mL) in a microwave tube and sealed. The mixture was flushed with nitrogen. To this was added potassium hydroxide (1 N in water, 1.4 mL, 1.4 mmol). The mixture was heated at 120° C. for 1 h via microwave. After cooling to room temperature, ... Reaction SMILES: Cl[C:2]1[C:7]([Cl:8])=[CH:6][C:5]([C:9]([F:12])([F:11])[F:10])=[CH:4][N:3]=1.[CH3:13][N:14]1[C:22]2[C:17](=[CH:18][C:19]([CH2:23][NH:24][S:25]([C:28]3[CH:37]=[CH:36][C:31]([C:32]([O:34][CH3:35])=[O:33])=[CH:30][CH:29]=3)(=[O:27])=[O:26])=[CH:20][CH:21]=2)[CH:16]=[CH:15]1>>[Cl:8][C:7]1[C:2]([N:24]([CH2:23][C:19]2[CH:18]=[C:17]3[C:22](=[CH:21][CH:20]=2)[N:14]([CH3:13])[CH:15]=[CH:16]3)[S:25]([C:28]2[CH:29]=[CH:30][C:31]([C:32]([O:34][CH3:35])=[O:33])=[CH:36][CH:37]=2)(=[O:26])=[O:27])=[N:3][CH:4]=[C:5]([C:9]([F:12])([F:11])[F:10])[CH:6]=1. The reactants are ClC1=NC=C(C=C1Cl)C(F)(F)F (2,3-dichloro-5-(trifluoromethyl)pyridine), CN1C=CC2=CC(=CC=C12)CNS(=O)(=O)C1=CC=C(C(=O)OC)C=C1 (Methyl 4-(N-((1-methyl-1H-indol-5-yl)methyl)sulfamoyl)benzoate). Reported procedure: The titled compound was prepared according to the procedure described in step-2 of Example 1 from 2,3-dichloro-5-(trifluoromethyl)pyridine and methyl 4-(N-((1-methyl-1H-indol-5-yl)methyl)sulfamoyl)benzoate (step-1 of Example 6). Product: ClC=1C(=NC=C(C1)C(F)(F)F)N(S(=O)(=O)C1=CC=C(C(=O)OC)C=C1)CC=1C=C2C=CN(C2=CC1)C (Methyl 4-(N-(3-chloro-5-(trifluoromethyl)pyridin-2-yl)-N-((1-methyl-1H-indol-5-yl)methyl)sulfamoyl)benzoate). Reactants: C(C)(C)(C)OC(N(C1=CC=NC=C1)CCOC1=CC(=CC(=C1)C(N(CCCN1N=CN=N1)C1=C(C=CC=C1)F)=O)Cl)=O ({2-[3-chloro-5-(2-fluorophenyl-(3-tetrazol-2-yl-propyl)-carbamoyl)-phenoxy]-ethyl}-pyridin-4-yl-carbamic acid tert-butyl ester). The solvent is FC(C(=O)O)(F)F (trifluoroacetic acid), ClCCl (dichloromethane). The product is ClC=1C=C(C(=O)N(CCCN2N=CN=N2)C2=C(C=CC=C2)F)C=C(C1)OCCNC1=CC=NC=C1 (3-Chloro-N-(2-fluoro-phenyl)-5-[2-(pyridin-4-ylamino)-ethoxy]-N-(3-tetrazol-2-yl-propyl)-benzamide). Isolated yield 87.6%. Reaction SMILES: C(OC(=O)[N:7]([CH2:14][CH2:15][O:16][C:17]1[CH:22]=[C:21]([C:23](=[O:40])[N:24]([C:33]2[CH:38]=[CH:37][CH:36]=[CH:35][C:34]=2[F:39])[CH2:25][CH2:26][CH2:27][N:28]2[N:32]=[N:31][CH:30]=[N:29]2)[CH:20]=[C:19]([Cl:41])[CH:18]=1)[C:8]1[CH:13]=[CH:12][N:11]=[CH:10][CH:9]=1)(C)(C)C>FC(F)(F)C(O)=O.ClCCl>[Cl:41][C:19]1[CH:20]=[C:21]([CH:22]=[C:17]([O:16][CH2:15][CH2:14][NH:7][C:8]2[CH:9]=[CH:10][N:11]=[CH:12][CH:13]=2)[CH:18]=1)[C:23]([N:24]([C:33]1[CH:38]=[CH:37][CH:36]=[CH:35][C:34]=1[F:39])[CH2:25][CH2:26][CH2:27][N:28]1[N:32]=[N:31][CH:30]=[N:29]1)=[O:40]. Reported procedure: A solution of {2-[3-chloro-5-(2-fluorophenyl-(3-tetrazol-2-yl-propyl)-carbamoyl)-phenoxy]-ethyl}-pyridin-4-yl-carbamic acid tert-butyl ester (0.048 g) in trifluoroacetic acid (0.5 ml) and dichloromethane (0.5 ml) was stirred at room temperature for 1 h then concentrated under vacuum. The residue was purified by flash chromatography, eluting with dichloromethane:methanol:ammonia (95:5:0.5 then 90:10:1 v/v/v), to give the title compound as an off-white foam (0.035 g). Starting materials: C(C1=CC=CC=C1)N1C(=CC2=NC(=CC=C21)Cl)C(=O)OCC2=CC=CC=C2 (benzyl 1-benzyl-5-chloro-1H-pyrrolo[3,2-b]pyridine-2-carboxylate), N(NC(=O)OC(C)(C)C)C(=O)OC(C)(C)C (di-tert-butyl hydrazine-1,2-dicarboxylate), C(=O)([O-])[O-].[Cs+].[Cs+] (Cs2CO3). The reagents and catalysts are C1(CCCCC1)P(C1=C(C=CC=C1)C1=C(C=C(C=C1C(C)C)C(C)C)C(C)C)C1CCCCC1.NC1=C(C=CC=C1)C1=C(C=CC=C1)[Pd]Cl (dicyclohexyl(2′,4′,6′-triisopropylbiphenyl-2-yl)phosphine (2′-aminobiphenyl-2-yl)(chloro)palladium). Solvent: C1(=CC=CC=C1)C (toluene). Conditions: temperature 110 celsius, time 5 hour. Yields the product C(C1=CC=CC=C1)N1C(=CC2=NC(=CC=C21)N(NC(=O)OC(C)(C)C)C(=O)OC(C)(C)C)C(=O)OCC2=CC=CC=C2 (di-tert-butyl 1-{1-benzyl-2-[(benzyloxy)carbonyl]-1H-pyrrolo[3,2-b]pyridin-5-yl}hydrazine-1,2-dicarboxylate). As a reaction SMILES: [CH2:1]([N:8]1[C:16]2[C:11](=[N:12][C:13](Cl)=[CH:14][CH:15]=2)[CH:10]=[C:9]1[C:18]([O:20][CH2:21][C:22]1[CH:27]=[CH:26][CH:25]=[CH:24][CH:23]=1)=[O:19])[C:2]1[CH:7]=[CH:6][CH:5]=[CH:4][CH:3]=1.[NH:28]([C:37]([O:39][C:40]([CH3:43])([CH3:42])[CH3:41])=[O:38])[NH:29][C:30]([O:32][C:33]([CH3:36])([CH3:35])[CH3:34])=[O:31].C([O-])([O-])=O.[Cs+].[Cs+]>C1(C)C=CC=CC=1.C1(P(C2CCCCC2)C2C=CC=CC=2C2C(C(C)C)=CC(C(C)C)=CC=2C(C)C)CCCCC1.NC1C=CC=CC=1C1C=CC=CC=1[Pd]Cl>[CH2:1]([N:8]1[C:16]2[C:11](=[N:12][C:13]([N:28]([C:37]([O:39][C:40]([CH3:43])([CH3:42])[CH3:41])=[O:38])[NH:29][C:30]([O:32][C:33]([CH3:34])([CH3:35])[CH3:36])=[O:31])=[CH:14][CH:15]=2)[CH:10]=[C:9]1[C:18]([O:20][CH2:21][C:22]1[CH:27]=[CH:26][CH:25]=[CH:24][CH:23]=1)=[O:19])[C:2]1[CH:7]=[CH:6][CH:5]=[CH:4][CH:3]=1 |f:2.3.4,6.7|. Procedure details: Benzyl 1-benzyl-5-chloro-1H-pyrrolo[3,2-b]pyridine-2-carboxylate (1.13 g, 3.00 mmol, from Step 1) and di-tert-butyl hydrazine-1,2-dicarboxylate (0.77 g, 3.3 mmol, Aldrich), dicyclohexyl(2′,4′,6′-triisopropylbiphenyl-2-yl)phosphine-(2′-aminobiphenyl-2-yl)(chloro)palladium (1:1) (0.24 g, 0.30 mmol, Aldrich) and Cs2CO3 (0.98 g, 3.0 mmol, Aldrich) were combined in toluene (27 mL) and the mixture was degassed by bubbling a stream of nitrogen through the solution for 10 minutes. The reaction was stirr... The reactants are CN1C(CN(C(C2=C1C=CC(=C2)CCCCCN)=O)CCC(=O)O)=O (1-methyl-4-(2-carboxyethyl)-7-(5-amino-1-pentyl)-3,4-dihydro-1H-1,4-benzodiazepine-2,5-dione), FC(C(=O)O)(F)F.CN1C(CN(C(C2=C1C=CC(=C2)CCCCCNC(=N)N)=O)CCC(=O)O)=O (1-methyl-4-(2-carboxyethyl)-7-(5-guanidino-1-pentyl)-3,4-dihydro-1H-1,4-benzodiazepine-2,5-dione trifluoracetate). Yields the product CN1C(CN(C(C2=C1C=CC(=C2)CCCCCNC(=N)N)=O)CCC(=O)O)=O (1-methyl-4-(2-carboxyethyl)-7-(5-guanidino-1-pentyl)-3,4-dihydro-1H-1,4-benzodiazepine-2,5-dione). Reaction SMILES: CN1C2C=CC(CCCCCN)=CC=2C(=O)N(CCC(O)=O)CC1=O.FC(F)(F)C(O)=O.[CH3:33][N:34]1[C:40]2[CH:41]=[CH:42][C:43]([CH2:45][CH2:46][CH2:47][CH2:48][CH2:49][NH:50][C:51]([NH2:53])=[NH:52])=[CH:44][C:39]=2[C:38](=[O:54])[N:37]([CH2:55][CH2:56][C:57]([OH:59])=[O:58])[CH2:36][C:35]1=[O:60]>>[CH3:33][N:34]1[C:40]2[CH:41]=[CH:42][C:43]([CH2:45][CH2:46][CH2:47][CH2:48][CH2:49][NH:50][C:51]([NH2:53])=[NH:52])=[CH:44][C:39]=2[C:38](=[O:54])[N:37]([CH2:55][CH2:56][C:57]([OH:59])=[O:58])[CH2:36][C:35]1=[O:60] |f:1.2|. Reported procedure: 1-methyl-4-(2-carboxyethyl)-7-(5-guanidino-1-pentyl)-3,4-dihydro-1H-1,4-benzodiazepine-2,5-dione was prepared by the method described in Example 2. Thus, 18 mgs 1-methyl-4-(2-carboxyethyl)-7-(5-amino-1-pentyl)-3,4-dihydro-1H-1,4-benzodiazepine-2,5-dione ylelded 17 mgs (87%) 1-methyl-4-(2-carboxyethyl)-7-(5-guanidino-1-pentyl)-3,4-dihydro-1H-1,4-benzodiazepine-2,5-dione trifluoracetate (1/2" C-18 reverse-phase column, eluting with a solvent gradient of 10:90 methanol(0.1% trifluoracetic acid)/wat... Starting materials: [Na].C1=C(C=CC2=CC=CC=C12)S(=O)[O-] (sodium 2-naphthalenesulfinate), resultant solution, [Na].C1=C(C=CC2=CC=CC=C12)S(=O)[O-] (sodium 2-naphthalenesulfinate), compound, BrC1C(NC(S1)=O)=O (5-bromo-thiazolidine-2,4-dione), CN(C)C=O (DMF). The product is N1=C(C=CC2=CC=CC=C12)S(=O)(=O)C1C(NC(S1)=O)=O (5-(Quinoline-2-sulfonyl)-thiazolidine-2,4-dione). The yield is 9.0%. As a reaction SMILES: [Na].C1[C:11]2[C:6](=[CH:7][CH:8]=[CH:9][CH:10]=2)[CH:5]=[CH:4][C:3]=1[S:12]([O-:14])=[O:13].Br[CH:16]1[S:20][C:19](=[O:21])[NH:18][C:17]1=[O:22].C[N:24](C=O)C>>[N:24]1[C:11]2[C:6](=[CH:7][CH:8]=[CH:9][CH:10]=2)[CH:5]=[CH:4][C:3]=1[S:12]([CH:16]1[S:20][C:19](=[O:21])[NH:18][C:17]1=[O:22])(=[O:13])=[O:14] |f:0.1,^1:0|. Reported procedure: 30% Aqueous hydrogen peroxide (10.7 mL, 104 mmol) was added dropwise to a stirred solution of 2-quinolinethiol [(II), 8.0 g, 49.6 mmol] in 2.5% aqueous NaOH (229 mL) and ethanol (229 mL). After 1 h the reaction mixture was concentrated to provide a white solid (8.34 g) which contained mainly sodium-2-naphthalenesulfinate (formula IV). A 7.0 g portion of this compound (<32.5 mmol) was added to a solution of 5-bromo-thiazolidine-2,4-dione (6.38 g, 32.5 mmol) in dry DMF (53 mL) and the resultant so... The reactants are C(C)N1C2=C(N(C(C3=C1N=CC=C3)=O)C)C=CC(=N2)OS(=O)(=O)C(F)(F)F (5,11-Dihydro-11-ethyl-5-methyl-2-trifluoromethanesulfonyloxy-6H-dipyrido[3,2-b:2',3'-e][1,4]diazepin-6-one), N1CCCC1 (pyrrolidine). Solvent: C(C)(=O)OCC (ethyl acetate). The product is N1(CCCC1)C=1C=CC2=NC(C3=C(N=C2N1)N=CC=C3)=O (pyrrolidino-6H-dipyrido[3,2-b:2',3'-e][1,4]diazepin-6-one). Reaction SMILES: C([N:3]1[C:9]2[N:10]=[CH:11][CH:12]=[CH:13][C:8]=2[C:7](=[O:14])[N:6](C)[C:5]2[CH:16]=[CH:17][C:18](OS(C(F)(F)F)(=O)=O)=[N:19][C:4]1=2)C.[NH:28]1[CH2:32][CH2:31][CH2:30][CH2:29]1>C(OCC)(=O)C>[N:28]1([C:18]2[CH:17]=[CH:16][C:5]3[C:4]([N:19]=2)=[N:3][C:9]2[N:10]=[CH:11][CH:12]=[CH:13][C:8]=2[C:7](=[O:14])[N:6]=3)[CH2:32][CH2:31][CH2:30][CH2:29]1. Procedure details: 5,11-Dihydro-11-ethyl-5-methyl-2-trifluoromethanesulfonyloxy-6H-dipyrido[3,2-b:2',3'-e][1,4]diazepin-6-one (0.25 g) was dissolved in pyrrolidine (1 ml) and refluxed 30 min. The cooled solution was diluted with ethyl acetate, washed with water, and the organic phase was dried (anhydrous magnesium sulfate) and concentrated. The resulting oily residue was crystallized from ethyl acetate/hexane to provide 0.11 g of 5,11-dihydro-11-ethyl-5-methyl-2-n-(pyrrolidino-6H-dipyrido[3,2-b:2',3'-e][1,4]diazep... Reactants: [H-].[Na+] (NaH), C1CCOC1 (THF), C1(=CC=CC=C1)C1CC(NC2=CC=CC=C12)=O (4-Phenyl-3,4-dihydrocarbostyril), C1CCOC1 (THF). Run at temperature 0 celsius, time 10 minute. Product: CN1C(=O)CC(C2=CC=CC=C12)C1=CC=CC=C1 (1-methyl-4-phenyl-3,4-dihydrocarbostyril). As a reaction SMILES: [H-].[Na+].[C:3]1([CH:9]2[C:18]3[C:13](=[CH:14][CH:15]=[CH:16][CH:17]=3)[NH:12][C:11](=[O:19])[CH2:10]2)[CH:8]=[CH:7][CH:6]=[CH:5][CH:4]=1.[CH2:20]1COCC1>>[CH3:20][N:12]1[C:13]2[C:18](=[CH:17][CH:16]=[CH:15][CH:14]=2)[CH:9]([C:3]2[CH:4]=[CH:5][CH:6]=[CH:7][CH:8]=2)[CH2:10][C:11]1=[O:19] |f:0.1|. Reported procedure: To a suspension of NaH (1.2 eq., 0.537 g of 60% dispersion in mineral oil) in THF (50 mL) under N2 at 0° C. was added the product from Step A (1.0 eq., 2.50 g) in THF (50 mL) via cannula over a period of 5 minutes. The resulting pale yellow mixture was stirred at 0° C. for 10 minutes, then Mel (2.0 eq., 1.39 mL) was added. The opaque yellow mixture was allowed to slowly (ice bath not removed) warm to ambient temperature with stirring for 15 hours. 1M Aq. HCl (50 mL) and EtOAc (250 mL) were added... Reactants: OCCBr, O=C([O-])[O-], C1COCC2(CC2)N1, CN(C)C=O, Cl, [K+], [K+]. Yields the product OCCN1CCOCC12CC2. Reaction SMILES: [Br:10][CH2:11][CH2:12][OH:13].[C:14](=[O:15])([O-:16])[O-:17].[CH2:2]1[CH2:3][C:4]12[NH:5][CH2:6][CH2:7][O:8][CH2:9]2.[CH3:20][N:21]([CH3:22])[CH:23]=[O:24].[ClH:1].[K+:18].[K+:19]>>[CH2:2]1[CH2:3][C:4]12[N:5]([CH2:11][CH2:12][OH:13])[CH2:6][CH2:7][O:8][CH2:9]2. The reactants are C[C@@H]1CC[C@@]2(CC[C@@]3(C(=CC(=O)[C@H]4[C@]3(CC[C@@H]5[C@@]4(CC[C@H]([C@]5(C)C(=O)O)OC(=O)C)C)C)[C@@H]2[C@H]1C)C)C (3-O-acetyl-11-keto-β-boswellic acid), P(Cl)(Cl)(Cl)(Cl)Cl (phosphorous pentachloride). Solvent: C(Cl)(Cl)Cl (chloroform). Run at temperature 50 celsius, time 1 hour. Yields the product C[C@@H]1CC[C@@]2(CC[C@@]3(C(=CC(=O)[C@H]4[C@]3(CCC5[C@@]4(CC[C@H]([C@]5(C)C(=O)O)OC(=O)C)C)C)[C@@H]2[C@H]1C)C)C (3-O-acetyl-11-keto-boswellic acid). Yield: 39.2%. Reaction SMILES: [CH3:1][C@H:2]1[C@H:34]([CH3:35])[C@@H:33]2[C@@:5]([CH3:37])([CH2:6][CH2:7][C@@:8]3([CH3:36])[C@:14]4([CH3:32])[CH2:15][CH2:16][C@H:17]5[C@:22]([C:24]([OH:26])=[O:25])([CH3:23])[C@H:21]([O:27][C:28]([CH3:30])=[O:29])[CH2:20][CH2:19][C@:18]5([CH3:31])[C@H:13]4[C:11](=[O:12])[CH:10]=[C:9]32)[CH2:4][CH2:3]1.P(Cl)(Cl)(Cl)(Cl)Cl>C(Cl)(Cl)Cl>[CH3:1][C@H:2]1[C@H:34]([CH3:35])[C@@H:33]2[C@@:5]([CH3:37])([CH2:6][CH2:7][C@@:8]3([CH3:36])[C@:14]4([CH3:32])[CH2:15][CH2:16][CH:17]5[C@:22]([C:24]([OH:26])=[O:25])([CH3:23])[C@H:21]([O:27][C:28]([CH3:30])=[O:29])[CH2:20][CH2:19][C@:18]5([CH3:31])[C@H:13]4[C:11](=[O:12])[CH:10]=[C:9]32)[CH2:4][CH2:3]1. Procedure details: A mixture of 3-O-acetyl-11-keto-β-boswellic acid (5 g, 0.0097 mol), 3 mL of chloroform taken in a round bottom flask. Then phosphorous pentachloride (16 g; 0.078 mol) was added to reaction mixture (RM) at Room temperature. RM was stirred at 50° C. for 1 hr, then stirred at RT for 4 hours. Then RM was poured in ice cold water, extracted with Ethyl acetate (EtOAc), organic layer was washed with brine, dried over sodium sulphate and concentrated. The crude was subjected to column chromatography, he...